From a dataset of the Open Reaction Database (ORD), a public repository of structured organic reaction records. describe an organic reaction: reactants, conditions, products, and yield Reactants: O(C=1C=C(OC)C=C(OC)C1)C. The reagents and catalysts are O1B(OC(C)(C)C1(C)C)B2OC(C)(C)C(O2)(C)C, N=1C=CC=CC1N2B(NC=3C=CC=CC32)B4NC=5C=CC=CC5N4C6=NC=CC=C6, C[OH2+].C[OH2+].C1CC=CCCC=C1.C1CC=CCCC=C1.[Ir].[Ir]. Solvent: O(C)C1CCCC1. Reaction conditions: temperature 150 celsius, time 24 hour. The product is O(C=1C=C(OC)C(B2OC(C)(C)C(O2)(C)C)=C(OC)C1)C. Yield: 20.0%. Procedure: The general procedure A was followed using 1,3,5-trimethoxybenzene (84.1 mg, 0.5 mmol) and B2pin2 (126.9 mg, 0.5 mmol, 1.0 eq.) as starting material. The resulting mixture was allowed to stir 24 hours at 150 oC. The 1H NMR conversion was 21%. 5af was obtained as white solid (30.1 mg, 20%) after purification by silica gel flash chromatography (EtOAc/PE=1:20 v/v). m.p.: 114-116 oC.